From a dataset of the Open Reaction Database (ORD), a public repository of structured organic reaction records. describe an organic reaction: reactants, conditions, products, and yield RXN SMILES: [CH:1]1([C:6]2[CH:7]=[C:8]([CH:11]=[CH:12][CH:13]=2)[CH:9]=O)[CH2:5][CH2:4][CH2:3][CH2:2]1.[O:14]([C:21]1[CH:22]=[C:23]([CH:25]=[CH:26][CH:27]=1)[NH2:24])[C:15]1[CH:20]=[CH:19][CH:18]=[CH:17][CH:16]=1.[BH-](OC(C)=O)(OC(C)=O)OC(C)=O.[Na+].C(O)(=O)C>O.ClCCCl>[O:14]([C:21]1[CH:22]=[C:23]([NH:24][CH2:9][C:8]2[CH:11]=[CH:12][CH:13]=[C:6]([CH:1]3[CH2:5][CH2:4][CH2:3][CH2:2]3)[CH:7]=2)[CH:25]=[CH:26][CH:27]=1)[C:15]1[CH:16]=[CH:17][CH:18]=[CH:19][CH:20]=1 |f:2.3|. Reported procedure: To a 1,2-dichloroethane (12 mL) solution of 3-cyclopentylbenzaldehyde (0.69 g, 4.0 mmol; P. L. Ornstein et al., J. Med. Chem. 1998, 41, 358-378) was added 3-phenoxyaniline (0.73 g, 4.0 mmol), NaB(OAc)3H (1.08 g, 5.1 mmol) and acetic acid (0.24 mL, 4.2 mmol). The cloudy solution was stirred at room temperature for 2 h. The reaction mixture was poured into water and extracted with dichloromethane. The organic layer was washed with saturated NaHCO3 and brine, dried (MgSO4) and evaporated to an oil.... Product: O(C1=CC=CC=C1)C=1C=C(C=CC1)NCC1=CC(=CC=C1)C1CCCC1 (N-(3-phenoxyphenyl)-[[3-cyclopentylphenyl]methyl]amine). Run in ClCCCl (1,2-dichloroethane), O (water). Isolated yield 21.8%. Run at time 2 hour. The reactants are C1(CCCC1)C=1C=C(C=O)C=CC1 (3-cyclopentylbenzaldehyde), O(C1=CC=CC=C1)C=1C=C(N)C=CC1 (3-phenoxyaniline), [BH-](OC(=O)C)(OC(=O)C)OC(=O)C.[Na+] (NaB(OAc)3H), C(C)(=O)O (acetic acid). Yields the product FC(C(=O)O)(F)F.NN=CNC=1C=C(C=CC1)C(=O)NCC(=O)NC(CC(=O)O)C1=C(C=CC(=C1)C)C ((±) β-[[2-[[[3-[(aminoiminomethyl)amino]phenyl]carbonyl]amino]acetyl]amino]-2,5-dimethylbenzenepropanoic acid, trifluoroacetate salt). Reactants: FC(C(=O)O)(F)F.NN=CNC=1C=C(C=CC1)C(=O)NCC(=O)NC(CC(=O)OCC)C1=C(C=CC(=C1)C)C ((±) ethyl β-[[2-[[[3-[(aminoiminomethyl)amino]phenyl]carbonyl]amino]acetyl]amino]-2,5-dimethylbenzenepropanoate, trifluoroacetate salt), [Li+].[OH-] (LiOH), C(=O)(C(F)(F)F)O (TFA). Run in O (H2O), CC#N (CH3CN). Reaction SMILES: [F:1][C:2]([F:7])([F:6])[C:3]([OH:5])=[O:4].[NH2:8][N:9]=[CH:10][NH:11][C:12]1[CH:13]=[C:14]([C:18]([NH:20][CH2:21][C:22]([NH:24][CH:25]([C:32]2[CH:37]=[C:36]([CH3:38])[CH:35]=[CH:34][C:33]=2[CH3:39])[CH2:26][C:27]([O:29]CC)=[O:28])=[O:23])=[O:19])[CH:15]=[CH:16][CH:17]=1.[Li+].[OH-].C(O)(C(F)(F)F)=O>O.CC#N>[F:1][C:2]([F:7])([F:6])[C:3]([OH:5])=[O:4].[NH2:8][N:9]=[CH:10][NH:11][C:12]1[CH:13]=[C:14]([C:18]([NH:20][CH2:21][C:22]([NH:24][CH:25]([C:32]2[CH:37]=[C:36]([CH3:38])[CH:35]=[CH:34][C:33]=2[CH3:39])[CH2:26][C:27]([OH:29])=[O:28])=[O:23])=[O:19])[CH:15]=[CH:16][CH:17]=1 |f:0.1,2.3,7.8|. Yield: 87.8%. Run at time 2.5 hour. Procedure: To the product from Example 180 (710 mg, 0.0013 mole) in H2O (10 mL) and CH3CN (10 mL) was added LiOH (215 mg, 0.005 mole). The reaction mixture was stirred at room temperature for 2.5 hours. The pH was lowered to ~3 with TFA and the product was isolated by RPHPLC to yield the title compound (600 mg after lyophilization) as a white solid. Reactants: CC(C)(C)CN, CCOCC, CN(C)c1ccc(N=C=S)cc1. As a reaction SMILES: [CH3:13][C:14]([CH2:15][NH2:16])([CH3:17])[CH3:18].[CH3:19][CH2:20][O:21][CH2:22][CH3:23].[CH3:1][N:2]([c:3]1[cH:4][cH:5][c:6]([N:9]=[C:10]=[S:11])[cH:7][cH:8]1)[CH3:12]>>[CH3:1][N:2]([c:3]1[cH:4][cH:5][c:6]([NH:9][C:10](=[S:11])[NH:16][CH2:15][C:14]([CH3:13])([CH3:17])[CH3:18])[cH:7][cH:8]1)[CH3:12]. Yields the product CN(C)c1ccc(NC(=S)NCC(C)(C)C)cc1. Reactants: glycine anisaldehyde isopropyl ester, CN(C=O)C (dimethylformamide), N1C=CC2=CC=CC=C12 (indole), C([O-])([O-])=O.[K+].[K+] (potassium carbonate), CN(C=O)C (dimethylformamide), C(C1=CC=CC=C1)OC=1C=C2C(=CNC2=CC1)C(COC)NC(C)C (5-benzyloxy-3-(1-isopropylamino-2-methoxyethyl)indole). Conditions: temperature 95 celsius, time 10 minute. Yields the product C(C)(C)OC(C(C(COC)C1=CNC2=CC=C(C=C12)OCC1=CC=CC=C1)N)=O (2-amino-3-(5-benzyloxyindol-3-yl)-4-methoxybutyric acid isopropyl ester). The yield is 70.0%. Reaction SMILES: [C:1](=[O:4])([O-])[O-:2].[K+].[K+].[CH2:7]([O:14][C:15]1[CH:16]=[C:17]2[C:21](=[CH:22][CH:23]=1)[NH:20][CH:19]=[C:18]2[CH:24](NC(C)C)[CH2:25][O:26][CH3:27])[C:8]1[CH:13]=[CH:12][CH:11]=[CH:10][CH:9]=1.N1C2[C:35](=[CH:36]C=CC=2)[CH:34]=C1.[CH3:41][N:42](C)C=O>>[CH:35]([O:2][C:1](=[O:4])[CH:41]([NH2:42])[CH:24]([C:18]1[C:17]2[C:21](=[CH:22][CH:23]=[C:15]([O:14][CH2:7][C:8]3[CH:9]=[CH:10][CH:11]=[CH:12][CH:13]=3)[CH:16]=2)[NH:20][CH:19]=1)[CH2:25][O:26][CH3:27])([CH3:36])[CH3:34] |f:0.1.2|. Procedure: Under nitrogen, 6 g (43.5 millimoles) of finely pulverized potassium carbonate is stirred for 10 minutes at 95° C. in 25 ml of absolute dimethylformamide. Then, while the mixture is hot, 10 g (29.6 mmol) of 5-benzyloxy-3-(1-isopropylamino-2-methoxyethyl)indole is added and the mixture is stirred approximately 10 minutes at 95° C. until the compound has been dissolved. Thereupon, likewise at 95° C., a solution of 34.5 mmol of glycine anisaldehyde isopropyl ester in 25 ml of dimethylformamide is a... Starting materials: Br, CN, CCO, CCCOC(=O)c1c(C)nsc1NC(=O)Oc1ccccc1. The product is CCCOC(=O)c1c(C)nsc1NC(=O)NC. Reaction SMILES: [BrH:3].[CH3:1][NH2:2].[CH3:26][CH2:27][OH:28].[CH3:4][c:5]1[n:6][s:7][c:8]([NH:16][C:17]([O:19][c:18]2[cH:20][cH:21][cH:22][cH:23][cH:24]2)=[O:25])[c:9]1[C:10](=[O:11])[O:12][CH2:13][CH2:14][CH3:15]>>[CH3:1][NH:2][C:17]([NH:16][c:8]1[s:7][n:6][c:5]([CH3:4])[c:9]1[C:10](=[O:11])[O:12][CH2:13][CH2:14][CH3:15])=[O:19]. Reactants: CC(=O)N1CCN(c2ccc(Nc3ncc(F)c(-c4cnc(C)n4C(C)C)n3)cc2C)CC1, CC(C)O, Cl, O. Product: Cc1cc(Nc2ncc(F)c(-c3cnc(C)n3C(C)C)n2)ccc1N1CCNCC1. Reaction SMILES: [C:1](=[O:2])([CH3:3])[N:4]1[CH2:5][CH2:6][N:7]([c:10]2[c:11]([CH3:33])[cH:12][c:13]([NH:14][c:15]3[n:16][cH:17][c:18]([F:30])[c:19](-[c:21]4[cH:22][n:23][c:24]([CH3:29])[n:25]4[CH:26]([CH3:27])[CH3:28])[n:20]3)[cH:31][cH:32]2)[CH2:8][CH2:9]1.[CH:36]([OH:37])([CH3:38])[CH3:39].[ClH:35].[OH2:34]>>[NH:4]1[CH2:5][CH2:6][N:7]([c:10]2[c:11]([CH3:33])[cH:12][c:13]([NH:14][c:15]3[n:16][cH:17][c:18]([F:30])[c:19](-[c:21]4[cH:22][n:23][c:24]([CH3:29])[n:25]4[CH:26]([CH3:27])[CH3:28])[n:20]3)[cH:31][cH:32]2)[CH2:8][CH2:9]1. Reactants: BrC=1N=C(N(C1)C)C(=O)N (4-bromo-1-methyl-1H-imidazole-2-carboxylic acid amide), C(C)(C)(C)C=1C=C2C=NN(C(C2=CC1)=O)C1=C(COC(C)=O)C(=CC=C1)B1OC(C(O1)(C)C)(C)C (acetic acid 2-(6-tert-butyl-1-oxo-1H-phthalazin-2-yl)-6-(4,4,5,5-tetramethyl-[1,3,2]dioxaborolan-2-yl)-benzyl ester), C(C)(C)(C)C=1C=C2C=NN(C(C2=CC1)=O)C1=C(COC(C)=O)C(=CC=C1)B1OC(C(O1)(C)C)(C)C (acetic acid 2-(6-tert-butyl-1-oxo-1H-phthalazin-2-yl)-6-(4,4,5,5-tetramethyl-[1,3,2]dioxaborolan-2-yl)-benzyl ester). The product is C(C)(C)(C)C=1C=C2C=NN(C(C2=CC1)=O)C=1C(=C(C=CC1)C=1N=C(N(C1)C)C(=O)N)CO (4-[3-(6-tert-Butyl-1-oxo-1H-phthalazin-2-yl)-2-hydroxymethyl-phenyl]-1-methyl-1H-imidazole-2-carboxylic acid amide). Isolated yield 33.0%. Reaction SMILES: Br[C:2]1[N:3]=[C:4]([C:8]([NH2:10])=[O:9])[N:5]([CH3:7])[CH:6]=1.[C:11]([C:15]1[CH:16]=[C:17]2[C:22](=[CH:23][CH:24]=1)[C:21](=[O:25])[N:20]([C:26]1[CH:36]=[CH:35][CH:34]=[C:33](B3OC(C)(C)C(C)(C)O3)[C:27]=1[CH2:28][O:29]C(=O)C)[N:19]=[CH:18]2)([CH3:14])([CH3:13])[CH3:12]>>[C:11]([C:15]1[CH:16]=[C:17]2[C:22](=[CH:23][CH:24]=1)[C:21](=[O:25])[N:20]([C:26]1[C:27]([CH2:28][OH:29])=[C:33]([C:2]3[N:3]=[C:4]([C:8]([NH2:10])=[O:9])[N:5]([CH3:7])[CH:6]=3)[CH:34]=[CH:35][CH:36]=1)[N:19]=[CH:18]2)([CH3:14])([CH3:12])[CH3:13]. Reported procedure: This compound was prepared with the same method as described in Example 1 by using 4-bromo-1-methyl-1H-imidazole-2-carboxylic acid amide (intermediate-1) and acetic acid 2-(6-tert-butyl-1-oxo-1H-phthalazin-2-yl)-6-(4,4,5,5-tetramethyl-[1,3,2]dioxaborolan-2-yl)-benzyl ester (intermediate 4). The desired compound was prepared in two steps (33% yield). 1H NMR (300 MHz, CDCl3) δ 8.46 (d, J=8.5 Hz, 1H), 8.36 (s, 1H), 7.95-7.91 (m, 2H), 7.77 (d, J=1.6 Hz, 1H), 7.70 (s, 1H), 7.54 (t, J=7.9 Hz, 1H), 7.3... The reactants are Cl (hydrochloric acid), C(C)(C)(C)OC(=O)N1[C@H](C(=O)N2[C@@H](CCC2)C(COC2=CC=CC=C2)O)CCC1 ((2S)-1-[N-(tert-butoxycarbonyl)-L-prolyl]-2-(1-hydroxy-2-phenoxyethyl)pyrrolidine), Cl.C1(=CC=CC=C1)C[C@@H](C(=O)O)N1CCCCC1 ((2S)-3-phenyl-2-(1-piperidinyl)propionic acid hydrochloride). Yields the product OC(COC1=CC=CC=C1)[C@H]1N(CCC1)C([C@H]1N(CCC1)C([C@H](CC1=CC=CC=C1)N1CCCCC1)=O)=O ((2S)-2-(1-Hydroxy-2-phenoxyethyl)-1-{N-[3-phenyl-2(S)-(1-piperidinyl)propionyl]-L-prolyl}pyrrolidine). Isolated yield 84.9%. As a reaction SMILES: Cl.C(O[C:7]([N:9]1[CH2:30][CH2:29][CH2:28][C@H:10]1[C:11]([N:13]1[CH2:17][CH2:16][CH2:15][C@H:14]1[CH:18]([OH:27])[CH2:19][O:20][C:21]1[CH:26]=[CH:25][CH:24]=[CH:23][CH:22]=1)=[O:12])=[O:8])(C)(C)C.Cl.[C:32]1([CH2:38][C@H:39]([N:43]2[CH2:48][CH2:47][CH2:46][CH2:45][CH2:44]2)C(O)=O)[CH:37]=[CH:36][CH:35]=[CH:34][CH:33]=1>>[OH:27][CH:18]([C@@H:14]1[CH2:15][CH2:16][CH2:17][N:13]1[C:11](=[O:12])[C@@H:10]1[CH2:28][CH2:29][CH2:30][N:9]1[C:7](=[O:8])[C@@H:39]([N:43]1[CH2:48][CH2:47][CH2:46][CH2:45][CH2:44]1)[CH2:38][C:32]1[CH:37]=[CH:36][CH:35]=[CH:34][CH:33]=1)[CH2:19][O:20][C:21]1[CH:26]=[CH:25][CH:24]=[CH:23][CH:22]=1 |f:2.3|. Procedure: The residue obtained by treating, with 4N hydrochloric acid, (2S)-1-[N-(tert-butoxycarbonyl)-L-prolyl]-2-(1-hydroxy-2-phenoxyethyl)pyrrolidine (751 mg) prepared in Example 46-C) was subjected to condensation with (2S)-3-phenyl-2-(1-piperidinyl)propionic acid hydrochloride (500 mg) in the same manner as in Example 48-B) to give 818 mg of the title compound.